This data is from the Open Reaction Database (ORD), a public repository of structured organic reaction records. The task is: describe an organic reaction: reactants, conditions, products, and yield The reactants are C(C(C)(C)C)N (neopentylamine), C(C)(C)N(C(C)C)CC (N,N-diisopropylethylamine), COC1=C(C=CC(=C1)CCC(=O)NCC(C)(C)C)C1=CC=C(C=C1)C(=O)NS(=O)(=O)C1=CC(=C(C=C1)N[C@H](CC(=O)N(C)C)CSC1=CC=CC=C1)[N+](=O)[O-] ((3R)-3-((4-((((2′-methoxy-4′-(3-(neopentylamino)-3-oxopropyl)-1,1′-biphenyl-4-yl)carbonyl)amino)sulfonyl)-2-nitrophenyl)amino)-N,N-dimethyl-4-(phenylthio)butanamide). Yields the product COC1=C(C=CC(=C1)CCC(NCCC)=O)C1=CC=C(C=C1)C(=O)NS(=O)(=O)C1=CC(=C(C=C1)N[C@H](CC(=O)N(C)C)CSC1=CC=CC=C1)[N+](=O)[O-] ((3R)-3-((4-((((2′-methoxy-4′-(3-oxo-3-(propylamino)propyl)-1,1′-biphenyl-4-yl)carbonyl)amino)sulfonyl)-2-nitrophenyl)amino)-N,N-dimethyl-4-(phenylthio)butanamide). As a reaction SMILES: C(N)C(C)(C)C.C(N(CC)C(C)C)(C)C.[CH3:16][O:17][C:18]1[CH:23]=[C:22]([CH2:24][CH2:25][C:26]([NH:28][CH2:29][C:30](C)(C)[CH3:31])=[O:27])[CH:21]=[CH:20][C:19]=1[C:34]1[CH:39]=[CH:38][C:37]([C:40]([NH:42][S:43]([C:46]2[CH:51]=[CH:50][C:49]([NH:52][C@@H:53]([CH2:60][S:61][C:62]3[CH:67]=[CH:66][CH:65]=[CH:64][CH:63]=3)[CH2:54][C:55]([N:57]([CH3:59])[CH3:58])=[O:56])=[C:48]([N+:68]([O-:70])=[O:69])[CH:47]=2)(=[O:45])=[O:44])=[O:41])=[CH:36][CH:35]=1>>[CH3:16][O:17][C:18]1[CH:23]=[C:22]([CH2:24][CH2:25][C:26](=[O:27])[NH:28][CH2:29][CH2:30][CH3:31])[CH:21]=[CH:20][C:19]=1[C:34]1[CH:35]=[CH:36][C:37]([C:40]([NH:42][S:43]([C:46]2[CH:51]=[CH:50][C:49]([NH:52][C@@H:53]([CH2:60][S:61][C:62]3[CH:63]=[CH:64][CH:65]=[CH:66][CH:67]=3)[CH2:54][C:55]([N:57]([CH3:59])[CH3:58])=[O:56])=[C:48]([N+:68]([O-:70])=[O:69])[CH:47]=2)(=[O:45])=[O:44])=[O:41])=[CH:38][CH:39]=1. Procedure: The desired product was prepared by substituting propylamine hydrochloride for neopentylamine in Example 126 and adding N,N-diisopropylethylamine (0.1 mL) to the reaction mixture of Example 126D. MS (ESI(−)) m/e 760 (M−H)−; 1H NMR (300 MHz, DMSO-d6) δ8.89 (br d, 1H), 8.57 (d, 1H), 7.90 (d, 2H), 7.85 (dd, 1H), 7.81 (br t, 1H) 7.58 (d, 2H), 7.30-7.12 (m, 7H), 7.00 (d, 1H), 6.90 (dd, 1H), 4.45 (m, 1H), 3.75 (s, 3H), 3.42 (t, 2H), 2.90 (s, 3H), 2.79 (s, 3H), 3.00-2.70 (m, 6H), 2.40 (t, 2H), 1.48 (m,... Starting materials: O=C(CCCN1CCC(CC1)NC(C(C1=CC=CC=C1)(O)C1CCC1)=O)C (N-[1-(4-oxopentyl)piperidin-4-yl]-2-cyclobutyl-2-hydroxy-2-phenylacetamide), C(CCC)[Li] (n-butyl lithium), CCCCCC (hexane). The reagents and catalysts are [Br-].C(C)[P+](C1=CC=CC=C1)(C1=CC=CC=C1)C1=CC=CC=C1 (ethyltriphenylphosphonium bromide). Conditions: temperature 0 celsius, time 30 minute. The product is C/C(/CCCN1CCC(CC1)NC(C(C1=CC=CC=C1)(O)C1CCC1)=O)=C/C (N-[1-(Z)-(4-methyl-4-hexenyl)piperidin-4-yl]-2-cyclobutyl-2-hydroxy-2-phenylacetamide), C/C(/CCCN1CCC(CC1)NC(C(C1=CC=CC=C1)(O)C1CCC1)=O)=C\C (N-[1-(E)-(4-methyl-4-hexenyl)piperidin-4-yl]-2-cyclobutyl-2-hydroxy-2-phenylacetamide). RXN SMILES: O=C(C)CC[CH2:5][N:6]1[CH2:11][CH2:10][CH:9]([NH:12][C:13](=[O:26])[C:14]([CH:22]2[CH2:25][CH2:24][CH2:23]2)([OH:21])[C:15]2[CH:20]=[CH:19][CH:18]=[CH:17][CH:16]=2)[CH2:8][CH2:7]1.[CH2:28]([Li])[CH2:29][CH2:30][CH3:31].[CH3:33][CH2:34][CH2:35][CH2:36][CH2:37][CH3:38]>[Br-].C([P+](C1C=CC=CC=1)(C1C=CC=CC=1)C1C=CC=CC=1)C>[CH3:31]/[C:30](=[CH:33]/[CH3:34])/[CH2:29][CH2:28][CH2:5][N:6]1[CH2:11][CH2:10][CH:9]([NH:12][C:13](=[O:26])[C:14]([CH:22]2[CH2:23][CH2:24][CH2:25]2)([OH:21])[C:15]2[CH:16]=[CH:17][CH:18]=[CH:19][CH:20]=2)[CH2:8][CH2:7]1.[CH3:28]/[C:35](=[CH:34]\[CH3:33])/[CH2:36][CH2:37][CH2:38][N:6]1[CH2:11][CH2:10][CH:9]([NH:12][C:13](=[O:26])[C:14]([CH:22]2[CH2:23][CH2:24][CH2:25]2)([OH:21])[C:15]2[CH:16]=[CH:17][CH:18]=[CH:19][CH:20]=2)[CH2:8][CH2:7]1 |f:3.4|. Procedure: 62 mg of N-[1-(4-oxopentyl)piperidin-4-yl]-2-cyclobutyl-2-hydroxy-2-phenylacetamide was added at 0° C. to an ylide compound prepared from 124 mg of ethyltriphenylphosphonium bromide and 200 μl of n-butyl lithium (as a 1.62M hexane solution), and this mixture was stirred at 0° C. for 30 minutes and then at room temperature for 4 hours. After the solvent was distilled off under reduced pressure, the resulting residue was mixed with 20 ml of water and then extracted with chloroform (30 ml×3). The o...